This data is from the Open Reaction Database (ORD), a public repository of structured organic reaction records. The task is: describe an organic reaction: reactants, conditions, products, and yield The reactants are C(C1=CC=CC=C1)(=O)OCC1OC(CS1)OC(=O)OC (2-benzoyloxymethyl-5-(methyloxycarbonyloxy)-1,3-oxathiolane), P(OC(C)C)(OC(C)C)OC(C)C (triisopropyl phosphite), C(=O)(O)[O-].[Na+] (NaHCO3). The reagents and catalysts are [Ti](Cl)(Cl)(Cl)Cl (titanium tetrachloride). The solvent is ClCCl (dichloromethane). Run at time 2 hour. Product: C(C1=CC=CC=C1)(=O)OCC1OC(CS1)P(=O)(OC(C)C)OC(C)C (2-benzoyloxymethyl-5-diisopropoxyphosphinoyl-1,3-oxathiolane), mixture. The yield is 79.0%. RXN SMILES: [C:1]([O:9][CH2:10][CH:11]1[S:15][CH2:14][CH:13](OC(OC)=O)[O:12]1)(=[O:8])[C:2]1[CH:7]=[CH:6][CH:5]=[CH:4][CH:3]=1.[P:21]([O:30]C(C)C)([O:26][CH:27]([CH3:29])[CH3:28])[O:22][CH:23]([CH3:25])[CH3:24].C([O-])(O)=O.[Na+]>ClCCl.[Ti](Cl)(Cl)(Cl)Cl>[C:1]([O:9][CH2:10][CH:11]1[S:15][CH2:14][CH:13]([P:21]([O:26][CH:27]([CH3:29])[CH3:28])([O:22][CH:23]([CH3:25])[CH3:24])=[O:30])[O:12]1)(=[O:8])[C:2]1[CH:3]=[CH:4][CH:5]=[CH:6][CH:7]=1 |f:2.3|. Procedure: To a solution of 2-benzoyloxymethyl-5-(methyloxycarbonyloxy)-1,3-oxathiolane (4.80 g, 16.11 mmol) and triisopropyl phosphite (4.77 ml, 19.33 mmol) in dry dichloromethane (100 ml) at 0° C. was added dropwise titanium tetrachloride (1.77 ml, 16.11 mmol). After 2 h at 0° C., the reaction mixture was allowed to warm to room temperature and stirred overnight. The reaction mixture was then poured into saturated NaHCO3 (100 ml). The mixture was then filtered and the filtrate was partitioned. The aqueou... The reactants are O=C([O-])O, COc1ccccc1B(O)O, Cc1ccccc1, CCO, N#Cc1nn(-c2c(Cl)cc(C(F)(F)F)cc2Cl)c(N)c1I, [Na+], O, c1ccc(P(c2ccccc2)(c2ccccc2)[Pd](P(c2ccccc2)(c2ccccc2)c2ccccc2)(P(c2ccccc2)(c2ccccc2)c2ccccc2)P(c2ccccc2)(c2ccccc2)c2ccccc2)cc1. Yields the product COc1ccccc1-c1c(C#N)nn(-c2c(Cl)cc(C(F)(F)F)cc2Cl)c1N. As a reaction SMILES: [C:22](=[O:23])([O-:24])[OH:25].[CH3:27][O:28][c:29]1[c:30]([B:35]([OH:36])[OH:37])[cH:31][cH:32][cH:33][cH:34]1.[CH3:39][c:40]1[cH:41][cH:42][cH:43][cH:44][cH:45]1.[CH3:46][CH2:47][OH:48].[NH2:1][c:2]1[c:3]([I:21])[c:4]([C:19]#[N:20])[n:5][n:6]1-[c:7]1[c:8]([Cl:18])[cH:9][c:10]([C:14]([F:15])([F:16])[F:17])[cH:11][c:12]1[Cl:13].[Na+:26].[OH2:38].[cH:49]1[cH:50][cH:51][c:52]([P:53]([Pd:54]([P:55]([c:56]2[cH:57][cH:58][cH:59][cH:60][cH:61]2)([c:62]2[cH:63][cH:64][cH:65][cH:66][cH:67]2)[c:68]2[cH:69][cH:70][cH:71][cH:72][cH:73]2)([P:74]([c:75]2[cH:76][cH:77][cH:78][cH:79][cH:80]2)([c:81]2[cH:82][cH:83][cH:84][cH:85][cH:86]2)[c:87]2[cH:88][cH:89][cH:90][cH:91][cH:92]2)[P:93]([c:94]2[cH:95][cH:96][cH:97][cH:98][cH:99]2)([c:100]2[cH:101][cH:102][cH:103][cH:104][cH:105]2)[c:106]2[cH:107][cH:108][cH:109][cH:110][cH:111]2)([c:112]2[cH:113][cH:114][cH:115][cH:116][cH:117]2)[c:118]2[cH:119][cH:120][cH:121][cH:122][cH:123]2)[cH:124][cH:125]1>>[NH2:1][c:2]1[c:3](-[c:30]2[c:29]([O:28][CH3:27])[cH:34][cH:33][cH:32][cH:31]2)[c:4]([C:19]#[N:20])[n:5][n:6]1-[c:7]1[c:8]([Cl:18])[cH:9][c:10]([C:14]([F:15])([F:16])[F:17])[cH:11][c:12]1[Cl:13]. Reactants: C1CCOC1, CCN(C(C)C)C(C)C, Cc1ccc(Cl)c(Nc2nc3cc(C(=O)O)c4c(c3[nH]2)CC(C)(C)O4)c1, Nc1cccc(C(F)(F)F)c1, O=S(Cl)Cl. The product is Cc1ccc(Cl)c(Nc2nc3cc(C(=O)Nc4cccc(C(F)(F)F)c4)c4c(c3[nH]2)CC(C)(C)O4)c1. As a reaction SMILES: [CH2:51]1[O:52][CH2:53][CH2:54][CH2:55]1.[CH:42]([N:43]([CH2:44][CH3:45])[CH:46]([CH3:47])[CH3:48])([CH3:49])[CH3:50].[Cl:1][c:2]1[c:3]([NH:9][c:10]2[nH:11][c:12]3[c:13]([n:14]2)[cH:15][c:16]([C:24](=[O:25])[OH:26])[c:17]2[c:18]3[CH2:19][C:20]([CH3:22])([CH3:23])[O:21]2)[cH:4][c:5]([CH3:8])[cH:6][cH:7]1.[F:31][C:32]([c:33]1[cH:34][c:35]([NH2:39])[cH:36][cH:37][cH:38]1)([F:40])[F:41].[S:27]([Cl:28])([Cl:29])=[O:30]>>[Cl:1][c:2]1[c:3]([NH:9][c:10]2[nH:11][c:12]3[c:13]([n:14]2)[cH:15][c:16]([C:24](=[O:25])[NH:39][c:35]2[cH:34][c:33]([C:32]([F:31])([F:40])[F:41])[cH:38][cH:37][cH:36]2)[c:17]2[c:18]3[CH2:19][C:20]([CH3:22])([CH3:23])[O:21]2)[cH:4][c:5]([CH3:8])[cH:6][cH:7]1. Reactants: [BH4-], CC(C)(C)c1cc2[nH]c(=O)c(=O)[nH]c2cc1SC#N, CC(=O)O, CO, [Na+], [Na], O, S. Reaction SMILES: [BH4-:22].[C:1]([CH3:2])([CH3:3])([CH3:4])[c:5]1[cH:6][c:7]2[nH:8][c:9](=[O:19])[c:10](=[O:18])[nH:11][c:12]2[cH:13][c:14]1[S:15][C:16]#[N:17].[C:26]([OH:27])(=[O:28])[CH3:29].[CH3:24][OH:25].[Na+:23].[Na:21].[OH2:30].[SH2:20]>>[C:1]([CH3:2])([CH3:3])([CH3:4])[c:5]1[cH:6][c:7]2[nH:8][c:9](=[O:19])[c:10](=[O:18])[nH:11][c:12]2[cH:13][c:14]1[SH:15]. Yields the product CC(C)(C)c1cc2[nH]c(=O)c(=O)[nH]c2cc1S. Starting materials: CCCCCC(CCCNC(N)=O)OC(C)=O, O, c1ccncc1. Yields the product CCCCCC(CCCNC#N)OC(C)=O. RXN SMILES: [C:1]([CH3:2])(=[O:3])[O:4][CH:5]([CH2:6][CH2:7][CH2:8][NH:9][C:10](=[O:11])[NH2:12])[CH2:13][CH2:14][CH2:15][CH2:16][CH3:17].[OH2:18].[cH:19]1[cH:20][cH:21][n:22][cH:23][cH:24]1>>[C:1]([CH3:2])(=[O:3])[O:4][CH:5]([CH2:6][CH2:7][CH2:8][NH:9][C:10]#[N:12])[CH2:13][CH2:14][CH2:15][CH2:16][CH3:17].